This data is from the Open Reaction Database (ORD), a public repository of structured organic reaction records. The task is: describe an organic reaction: reactants, conditions, products, and yield Starting materials: CC(C)C[Al+]CC(C)C, CC(C)(C)Oc1cccc(Cl)c1C#N, CC(=O)O, Cc1ccccc1, [H-]. The product is CC(C)(C)Oc1cccc(Cl)c1C=O. As a reaction SMILES: [CH2:16]([Al+:17][CH2:18][CH:19]([CH3:20])[CH3:21])[CH:22]([CH3:23])[CH3:24].[CH3:1][C:2]([CH3:3])([CH3:4])[O:5][c:6]1[c:7]([C:8]#[N:9])[c:10]([Cl:14])[cH:11][cH:12][cH:13]1.[CH3:25][C:26]([OH:27])=[O:28].[CH3:29][c:30]1[cH:31][cH:32][cH:33][cH:34][cH:35]1.[H-:15]>>[CH3:1][C:2]([CH3:3])([CH3:4])[O:5][c:6]1[c:7]([CH:8]=[O:27])[c:10]([Cl:14])[cH:11][cH:12][cH:13]1. Reactants: S(=O)(Cl)Cl (Thionyl chloride), C(C1=CC=CC=C1)OC1=C(C=C(C=C1)CO)F ((4-benzyloxy-3-fluoro-phenyl)methanol). Run in ClCCl (dichloromethane). Reaction conditions: time 1 hour. Product: C(C1=CC=CC=C1)OC1=C(C=C(C=C1)CCl)F (1-Benzyloxy-4-chloromethyl-2-fluoro-benzene). Reaction SMILES: S(Cl)([Cl:3])=O.[CH2:5]([O:12][C:13]1[CH:18]=[CH:17][C:16]([CH2:19]O)=[CH:15][C:14]=1[F:21])[C:6]1[CH:11]=[CH:10][CH:9]=[CH:8][CH:7]=1>ClCCl>[CH2:5]([O:12][C:13]1[CH:18]=[CH:17][C:16]([CH2:19][Cl:3])=[CH:15][C:14]=1[F:21])[C:6]1[CH:11]=[CH:10][CH:9]=[CH:8][CH:7]=1. Reported procedure: Thionyl chloride (5 mL) was added to solution of (4-benzyloxy-3-fluoro-phenyl)methanol (CAB03017, 6.80 g, 29.28 mmol) in dichloromethane (50 mL). The solution was stirred for 1 h at room temperature and concentrated under reduced pressure. Then diethyl ether (100 mL) and water (20 mL) were added. The organic layer was separated, washed with conc. sodium bicarbonate solution (10 mL), dried over sodium sulphate and concentrated under reduced pressure. The residue was dissolved in dichloromethane (... Reactants: COC(=O)CCCCCNc1ncnc2oc(-c3cccc(F)c3)c(-c3ccc(OC)cc3)c12, Cl, [Na+], C1COCCO1, [OH-]. Yields the product COc1ccc(-c2c(-c3cccc(F)c3)oc3ncnc(NCCCCCC(=O)O)c23)cc1. As a reaction SMILES: [CH3:3][O:4][C:5]([CH2:6][CH2:7][CH2:8][CH2:9][CH2:10][NH:11][c:12]1[c:13]2[c:14]([n:15][cH:16][n:17]1)[o:18][c:19](-[c:29]1[cH:30][c:31]([F:35])[cH:32][cH:33][cH:34]1)[c:20]2-[c:21]1[cH:22][cH:23][c:24]([O:27][CH3:28])[cH:25][cH:26]1)=[O:36].[ClH:37].[Na+:2].[O:38]1[CH2:39][CH2:40][O:41][CH2:42][CH2:43]1.[OH-:1]>>[O:4]=[C:5]([CH2:6][CH2:7][CH2:8][CH2:9][CH2:10][NH:11][c:12]1[c:13]2[c:14]([n:15][cH:16][n:17]1)[o:18][c:19](-[c:29]1[cH:30][c:31]([F:35])[cH:32][cH:33][cH:34]1)[c:20]2-[c:21]1[cH:22][cH:23][c:24]([O:27][CH3:28])[cH:25][cH:26]1)[OH:36].